This data is from the Open Reaction Database (ORD), a public repository of structured organic reaction records. The task is: describe an organic reaction: reactants, conditions, products, and yield Reactants: CCO, CO, Cl, [K+], O=C1CCNCC1, [OH-], O, NC(=O)c1ccc2[nH]ccc2c1. RXN SMILES: [CH3:24][CH2:25][OH:26].[CH3:27][OH:28].[ClH:14].[K+:23].[NH:15]1[CH2:16][CH2:17][C:18](=[O:21])[CH2:19][CH2:20]1.[OH-:22].[OH2:13].[nH:1]1[cH:2][cH:3][c:4]2[cH:5][c:6]([C:10](=[O:11])[NH2:12])[cH:7][cH:8][c:9]12>>[nH:1]1[cH:2][c:3]([C:18]2=[CH:17][CH2:16][NH:15][CH2:20][CH2:19]2)[c:4]2[cH:5][c:6]([C:10](=[O:11])[NH2:12])[cH:7][cH:8][c:9]12. Yields the product NC(=O)c1ccc2[nH]cc(C3=CCNCC3)c2c1. The reactants are C, CO, CC(C)(C)OC(=O)c1ccccc1[N+](=O)[O-], [Pd]. Yields the product CC(C)(C)OC(=O)c1ccccc1N. As a reaction SMILES: [C:19].[CH3:17][OH:18].[N+:1]([O-:2])(=[O:3])[c:4]1[c:5]([C:6](=[O:7])[O:8][C:9]([CH3:10])([CH3:11])[CH3:12])[cH:13][cH:14][cH:15][cH:16]1.[Pd:20]>>[NH2:1][c:4]1[c:5]([C:6](=[O:7])[O:8][C:9]([CH3:10])([CH3:11])[CH3:12])[cH:13][cH:14][cH:15][cH:16]1. Reactants: N([C@@H](CCCCNC(CC(C)C)=C1C(=O)CC(C)(C)CC1=O)C(=O)O)C(=O)OCC1C2=CC=CC=C2C2=CC=CC=C12 (Fmoc-Lys(ivDde)), N1CCCCC1 (piperidine), N1CCCCC1 (piperidine), N1CCCCC1 (piperidine). Run in CN(C)C=O (DMF). Reaction conditions: time 1 minute. Product: N([C@@H](CC1=CC=CC=C1)C(=O)N[C@@H](CCCCNC(CC(C)C)=C1C(=O)CC(C)(C)CC1=O)C(=O)O)C(=O)C (Ac-Phe-Lys(ivDde)). Reaction SMILES: [NH:1]1[CH2:6][CH2:5][CH2:4][CH2:3][CH2:2]1.[NH:7]([C:32](OCC1C2C(=CC=CC=2)C2C1=CC=CC=2)=[O:33])[C@H:8]([C:29]([OH:31])=[O:30])[CH2:9][CH2:10][CH2:11][CH2:12][NH:13][C:14](=[C:19]1[C:27](=[O:28])[CH2:26][C:23]([CH3:25])([CH3:24])[CH2:22][C:20]1=[O:21])[CH2:15][CH:16]([CH3:18])[CH3:17]>CN(C=O)C>[NH:1]([C:20]([CH3:19])=[O:21])[C@H:6]([C:32]([NH:7][C@H:8]([C:29]([OH:31])=[O:30])[CH2:9][CH2:10][CH2:11][CH2:12][NH:13][C:14](=[C:19]1[C:27](=[O:28])[CH2:26][C:23]([CH3:24])([CH3:25])[CH2:22][C:20]1=[O:21])[CH2:15][CH:16]([CH3:17])[CH3:18])=[O:33])[CH2:5][C:4]1[CH:29]=[CH:8][CH:9]=[CH:2][CH:3]=1. Procedure details: In a separate control experiment, regular piperidine deprotection was used. To the Fmoc-Lys(ivDde)-resin (10 mg, ˜8 μmol) was added piperidine in DMF (20%, 2 mL). The mixture was shaken for 1 min and drained. Another 2 mL of 20% piperidine was added and the mixture was shaken for 15 min. The resin was then washed, coupled with Fmoc-Phe as described above to give Ac-Phe-Lys(ivDde)-resin. Reactants: CC1=CC=C(C=C1)S(=O)(=O)OCC1COC2=C(O1)C=C(C=C2)S(=O)(=O)C ([7-(methylsulfonyl)-2,3-dihydro-1,4-benzodioxin-2-yl]methyl 4-methylbenzenesulfonate), ( 12 ), ( 7 ), COCCN (2-methoxyethanamine), ( 19 ). The solvent is C(C)#N (ACN). Product: COCCNCC1COC2=C(O1)C=C(C=C2)S(=O)(=O)C (2-METHOXY-N-{[7-(METHYLSULFONYL)-2,3-DIHYDRO-1,4-BENZODIOXIN-2-YL]METHYL}ETHANAMINE). As a reaction SMILES: CC1C=CC(S(O[CH2:12][CH:13]2[O:18][C:17]3[CH:19]=[C:20]([S:23]([CH3:26])(=[O:25])=[O:24])[CH:21]=[CH:22][C:16]=3[O:15][CH2:14]2)(=O)=O)=CC=1.[CH3:27][O:28][CH2:29][CH2:30][NH2:31]>C(#N)C>[CH3:27][O:28][CH2:29][CH2:30][NH:31][CH2:12][CH:13]1[O:18][C:17]2[CH:19]=[C:20]([S:23]([CH3:26])(=[O:24])=[O:25])[CH:21]=[CH:22][C:16]=2[O:15][CH2:14]1. Procedure details: Preparation according to Example 25 using [7-(methylsulfonyl)-2,3-dihydro-1,4-benzodioxin-2-yl]methyl 4-methylbenzenesulfonate (0.018 g, 0.046 mmol), 2-methoxyethanamine (0.5 ml), ACN (3 ml). MS m/z (rel. intensity, 70 eV) 301 (M+, 2), 256 (19), 88 (bp), 56 (12), 58 (7). The reactants are NC1=NC=C(C(=C1N)N[C@H]1[C@H]([C@@H]2C=C[C@H]1C2)C(=O)N)Cl ((1S,2S,3R,4R)-3-(2,3-Diamino-5-chloro-pyridin-4-ylamino)-bicyclo[2.2.1]hept-5-ene-2-carboxylic acid amide), CN1CCN(CC1)C(COC1=CC=C(C=O)C=C1)=O (4-(2-(4-methylpiperazin-1-yl)-2-oxoethoxy)benzaldehyde). Product: ClC=1C(=C2C(=NC1)NC(=N2)C2=CC=C(C=C2)OCC(=O)N2CCN(CC2)C)N[C@H]2[C@H]([C@@H]1C=C[C@H]2C1)C(=O)N ((1S,2S,3R,4R)-3-(6-chloro-2-(4-(2-(4-methylpiperazin-1-yl)-2-oxoethoxy)phenyl)-3H-imidazo[4,5-b]pyridin-7-ylamino)bicyclo[2.2.1]hept-5-ene-2-carboxamide). Yield: 26.0%. Reaction SMILES: [NH2:1][C:2]1[C:7]([NH2:8])=[C:6]([NH:9][C@@H:10]2[C@@H:15]3[CH2:16][C@@H:12]([CH:13]=[CH:14]3)[C@@H:11]2[C:17]([NH2:19])=[O:18])[C:5]([Cl:20])=[CH:4][N:3]=1.[CH3:21][N:22]1[CH2:27][CH2:26][N:25]([C:28](=[O:39])[CH2:29][O:30][C:31]2[CH:38]=[CH:37][C:34]([CH:35]=O)=[CH:33][CH:32]=2)[CH2:24][CH2:23]1>>[Cl:20][C:5]1[C:6]([NH:9][C@@H:10]2[C@@H:15]3[CH2:16][C@@H:12]([CH:13]=[CH:14]3)[C@@H:11]2[C:17]([NH2:19])=[O:18])=[C:7]2[N:8]=[C:35]([C:34]3[CH:33]=[CH:32][C:31]([O:30][CH2:29][C:28]([N:25]4[CH2:24][CH2:23][N:22]([CH3:21])[CH2:27][CH2:26]4)=[O:39])=[CH:38][CH:37]=3)[NH:1][C:2]2=[N:3][CH:4]=1. Procedure: (1S,2S,3R,4R)-3-(2,3-Diamino-5-chloro-pyridin-4-ylamino)-bicyclo[2.2.1]hept-5-ene-2-carboxylic acid amide (1 eq.) and 4-(2-(4-methylpiperazin-1-yl)-2-oxoethoxy)benzaldehyde (58) (1.1 eq) were reacted in an analogous manner as compound CCXXIII to yield the desired product (26%) as an off white solid. NMR: δ (1H, 400 MHz, DMSO-d6): 1.38 (1H, d, J=8 Hz), 2.19 (3H, s), 2.20-2.35 (5H, m), 2.62 (1H, d, J=8.4 Hz), 2.78 (1H, s), 2.89 (1H, s), 3.40-3.50 (4H, m), 4.91 (2H, s), 5.16 (1H, t, J=8 Hz), 6.36-6... Reactants: O (water), BrC=1C=CC=2NC3=CC=CC=C3C2C1 (3-bromo-9H-carbazole), C1(=CC=CC=C1)C (toluene), compound 25, C([O-])([O-])=O.[Na+].[Na+] (sodium carbonate). Reagents/catalysts: C=1C=CC(=CC1)[P](C=2C=CC=CC2)(C=3C=CC=CC3)[Pd]([P](C=4C=CC=CC4)(C=5C=CC=CC5)C=6C=CC=CC6)([P](C=7C=CC=CC7)(C=8C=CC=CC8)C=9C=CC=CC9)[P](C=1C=CC=CC1)(C=1C=CC=CC1)C=1C=CC=CC1 (Pd(PPh3)4). Solvent: O1CCOCC1 (dioxane). The product is C1(=CC=CC=C1)N1C2=CC=CC=C2C=2C=C(C=CC12)C=1C=CC=2NC3=CC=CC=C3C2C1 (9-Phenyl-9H,9′H-[3,3′]bicarbazolyl). RXN SMILES: Br[C:2]1[CH:3]=[CH:4][C:5]2[NH:6][C:7]3[C:12]([C:13]=2[CH:14]=1)=[CH:11][CH:10]=[CH:9][CH:8]=3.C(=O)([O-])[O-].[Na+].[Na+].[C:21]1([CH3:27])[CH:26]=[CH:25][CH:24]=[CH:23][CH:22]=1.O>O1CCOCC1.C1C=CC([P]([Pd]([P](C2C=CC=CC=2)(C2C=CC=CC=2)C2C=CC=CC=2)([P](C2C=CC=CC=2)(C2C=CC=CC=2)C2C=CC=CC=2)[P](C2C=CC=CC=2)(C2C=CC=CC=2)C2C=CC=CC=2)(C2C=CC=CC=2)C2C=CC=CC=2)=CC=1>[C:12]1([N:6]2[C:5]3[CH:4]=[CH:3][C:2]([C:2]4[CH:3]=[CH:4][C:5]5[NH:6][C:26]6[C:21]([C:27]=5[CH:14]=4)=[CH:22][CH:23]=[CH:24][CH:25]=6)=[CH:14][C:13]=3[C:12]3[C:7]2=[CH:8][CH:9]=[CH:10][CH:11]=3)[CH:11]=[CH:10][CH:9]=[CH:8][CH:7]=1 |f:1.2.3,^1:38,40,59,78|. Procedure details: 24.10 g (97.92 mmol) of 3-bromo-9H-carbazole 22, 30.93 g (107.71 mmol) of compound 25 and 11.56 g of sodium carbonate are suspended in 2500 ml of dioxane, 2500 ml of toluene and 1000 ml of water. 5.79 g (5.01 mmol) of Pd(PPh3)4 are added to this suspension. The reaction mixture is heated under reflux for 5 h. After cooling, the precipitated solid is filtered off with suction, washed with water and ethanol and dried. The residue is extracted with hot toluene and recrystallised from toluene. The y... Reported procedure: The resulting imine of formula 24 is then deprotonated using a suitable strong base, and allowed to react with a compound of formula 22 to produce a compound of formula 25 (step 2). For example, 1-(carboethoxy)methyliminomethyl-3,4-dimethoxybenzene (24) is suspended in a solution of LiNiPr2 in THF/HMPA at -78° C., then reacted with 2-(3,4-dimethoxyphenyl)-2-isopropyl-2-(3-iodopropyl)acetonitrile (22) to produce N-[1-carboethoxy-5-(3,4-dimethoxyphenyl)-5-cyano-5-(isopropyl)pentyl]iminomethyl-3,4-... As a reaction SMILES: [C:1]([CH2:6][N:7]=[CH:8][C:9]1[CH:14]=[CH:13][C:12]([O:15][CH3:16])=[C:11]([O:17][CH3:18])[CH:10]=1)([O:3][CH2:4][CH3:5])=[O:2].[CH3:19][O:20][C:21]1[CH:22]=[C:23]([C:29]([CH:36]([CH3:38])[CH3:37])([CH2:32][CH2:33][CH2:34]I)[C:30]#[N:31])[CH:24]=[CH:25][C:26]=1[O:27][CH3:28]>>[C:1]([CH:6]([N:7]=[CH:8][C:9]1[CH:14]=[CH:13][C:12]([O:15][CH3:16])=[C:11]([O:17][CH3:18])[CH:10]=1)[CH2:34][CH2:33][CH2:32][C:29]([C:23]1[CH:24]=[CH:25][C:26]([O:27][CH3:28])=[C:21]([O:20][CH3:19])[CH:22]=1)([C:30]#[N:31])[CH:36]([CH3:38])[CH3:37])([O:3][CH2:4][CH3:5])=[O:2]. Yields the product C(=O)(OCC)C(CCCC(C(C)C)(C#N)C1=CC(=C(C=C1)OC)OC)N=CC1=CC(=C(C=C1)OC)OC (N-[1-carboethoxy-5-(3,4-dimethoxyphenyl)-5-cyano-5-(isopropyl)pentyl]iminomethyl-3,4-dimethoxybenzene). Starting materials: imine, C(=O)(OCC)CN=CC1=CC(=C(C=C1)OC)OC (1-(carboethoxy)methyliminomethyl-3,4-dimethoxybenzene), COC=1C=C(C=CC1OC)C(C#N)(CCCI)C(C)C (2-(3,4-dimethoxyphenyl)-2-isopropyl-2-(3-iodopropyl)acetonitrile). Starting materials: O=C([O-])[O-], CCCCC1(C2CCCC2)Cc2cc(O)c(Cl)c(Cl)c2C1=O, CN(C)C=O, O=S(=O)(Cl)C(F)(F)F, [K+], [K+]. The product is CCCCC1(C2CCCC2)Cc2cc(OS(=O)(=O)C(F)(F)F)c(Cl)c(Cl)c2C1=O. Reaction SMILES: [C:23](=[O:24])([O-:25])[O-:26].[CH2:1]([CH2:2][CH2:3][CH3:4])[C:5]1([CH:18]2[CH2:19][CH2:20][CH2:21][CH2:22]2)[C:6](=[O:17])[c:7]2[c:8]([Cl:16])[c:9]([Cl:15])[c:10]([OH:14])[cH:11][c:12]2[CH2:13]1.[CH3:37][N:38]([CH3:39])[CH:40]=[O:41].[F:29][C:30]([S:31](=[O:32])(=[O:33])[Cl:34])([F:35])[F:36].[K+:27].[K+:28]>>[CH2:1]([CH2:2][CH2:3][CH3:4])[C:5]1([CH:18]2[CH2:19][CH2:20][CH2:21][CH2:22]2)[C:6](=[O:17])[c:7]2[c:8]([Cl:16])[c:9]([Cl:15])[c:10]([O:14][S:31]([C:30]([F:29])([F:35])[F:36])(=[O:32])=[O:33])[cH:11][c:12]2[CH2:13]1.